This data is from the Open Reaction Database (ORD), a public repository of structured organic reaction records. The task is: describe an organic reaction: reactants, conditions, products, and yield Starting materials: C(#N)C1=C(C(=O)C(=C(C1=O)Cl)Cl)C#N (DDQ), CCCCC/C=C/C(=O)CCC1=CC(=C(C=C1)O)OC ([6]-Shogaol), O (water). Run in O1CCCC1 (THF), O1CCCC1 (tetrahydrofuran). Yield: 62.0%. Run at temperature 0 celsius, time 30 minute. Yields the product OC1=C(C=C(C=C1)\C=C\C(\C=C\CCCCC)=O)OC ((1E,4E)-1-(4′-hydroxy-3′-methoxyphenyl)-deca-1,4-dien-3-one). Reported procedure: [6]-Shogaol (276 mg, 1.0 mmol) was dissolved in tetrahydrofuran (THF) and cooled down to 0° C. To this mixture, a solution of DDQ (181 mg, 0.8 mmol) in THF was added. The mixture was stirred at 0° C. for 30 minutes and then warmed to room temperature (RT) for 3 hours. Then water was added and the resulting mixture was extracted with EtOAc (×3). The organic phase was washed with water (×1) and brine (×1), dried over anhydrous NaSO4, and filtered. The filtration was evaporated and the residue was ... Reaction SMILES: [CH3:1][CH2:2][CH2:3][CH2:4][CH2:5]/[CH:6]=[CH:7]/[C:8]([CH2:10][CH2:11][C:12]1[CH:17]=[CH:16][C:15]([OH:18])=[C:14]([O:19][CH3:20])[CH:13]=1)=[O:9].C(C1C(=O)C(Cl)=C(Cl)C(=O)C=1C#N)#N.O>O1CCCC1>[OH:18][C:15]1[CH:16]=[CH:17][C:12](/[CH:11]=[CH:10]/[C:8](=[O:9])/[CH:7]=[CH:6]/[CH2:5][CH2:4][CH2:3][CH2:2][CH3:1])=[CH:13][C:14]=1[O:19][CH3:20]. The reactants are ketal, S1(=O)(=O)NC(=O)C2=CC=CC=C12.[Na] (sodium saccharin), O (water). The solvent is CN(C=O)C (dimethylformamide). Conditions: temperature 170 celsius. Product: O=S1(N(C(C2=C1C=CC=C2)=O)CCCC(C)=O)=O (1,1-dioxido-2-(4-oxo-pentyl)-1,2-benzisothiazol-3(2H)-one). RXN SMILES: [S:1]1([C:12]2[C:7](=[CH:8][CH:9]=[CH:10][CH:11]=2)[C:5](=[O:6])[NH:4]1)(=[O:3])=[O:2].[Na].[OH2:14]>CN(C)C=O>[O:3]=[S:1]1(=[O:2])[C:12]2[CH:11]=[CH:10][CH:9]=[CH:8][C:7]=2[C:5](=[O:6])[N:4]1[CH2:9][CH2:8][CH2:7][C:12](=[O:14])[CH3:11] |f:0.1,^1:12|. Procedure: A mixture of the above ketal (3.2 gm, 15 mmol) and sodium saccharin (3.1 gm, 14 mmol) in dimethylformamide (15 mL) was heated at 170° C. for 5 hours. The cooled reaction mixture was poured into water and the crude product extracted into ethyl acetate. The dried extract was evaporated and the crude product was chromotographed on a column of silica gel eluting with a gradient of 20-40% EtOAc/hexane to give crystalline 1,1-dioxido-2-(4-oxo-pentyl)-1,2-benzisothiazol-3(2H)-one, melting point 90-93° ... Starting materials: S=C(Cl)Cl, Cl, Nc1cc(B(O)O)cc(C(=O)O)c1. The product is O=C(O)c1cc(N=C=S)cc(B(O)O)c1. As a reaction SMILES: [Cl:14][C:15]([Cl:16])=[S:17].[ClH:18].[NH2:1][c:2]1[cH:3][c:4]([B:11]([OH:12])[OH:13])[cH:5][c:6]([C:8](=[O:9])[OH:10])[cH:7]1>>[N:1]([c:2]1[cH:3][c:4]([B:11]([OH:12])[OH:13])[cH:5][c:6]([C:8](=[O:9])[OH:10])[cH:7]1)=[C:15]=[S:17]. Reactants: ClC1=CC=C(C=2C1=NON2)[N+](=O)[O-] (4-chloro-7-nitrobenzofurazan), SCC(C(=O)N1[C@H](C(=O)O)CCC1)C (1-(3-mercapto-2-methyl-1-oxopropyl)-L-proline), Cl (hydrochloric acid), C([O-])(O)=O.[Na+] (sodium bicarbonate). Solvent: C(C)C(=O)C (methyl ethyl ketone), O (water). Run at time 2 minute. Yields the product CC(C(=O)N1[C@H](C(=O)O)CCC1)CSC1=CC=C(C2=NON=C21)[N+](=O)[O-] ((S)-1-[2-Methyl-3-[(4-nitrobenzofurazan-7-yl)thio]-1-oxopropyl]-L-proline). RXN SMILES: [SH:1][CH2:2][CH:3]([CH3:14])[C:4]([N:6]1[CH2:13][CH2:12][CH2:11][C@H:7]1[C:8]([OH:10])=[O:9])=[O:5].Cl.C(=O)(O)[O-].[Na+].Cl[C:22]1[C:27]2=[N:28][O:29][N:30]=[C:26]2[C:25]([N+:31]([O-:33])=[O:32])=[CH:24][CH:23]=1>C(C(C)=O)C.O>[CH3:14][CH:3]([CH2:2][S:1][C:22]1[C:27]2[C:26](=[N:30][O:29][N:28]=2)[C:25]([N+:31]([O-:33])=[O:32])=[CH:24][CH:23]=1)[C:4]([N:6]1[CH2:13][CH2:12][CH2:11][C@H:7]1[C:8]([OH:10])=[O:9])=[O:5] |f:2.3|. Reported procedure: 3 Mg of 1-(3-mercapto-2-methyl-1-oxopropyl)-L-proline was placed in a vial and dilute hydrochloric acid (0.1 N, 2 ml) added to dissolve same. 3 Ml of 0.1 M sodium bicarbonate solution was next added and the mixture was mixed in a vortex mixer. Thereafter, 3 ml of 1% (w/v) 4-chloro-7-nitrobenzofurazan in methyl ethyl ketone was added to the mixture, the vial was then closed and mixing was continued. The vial was held under running hot tap water, while shaking the vial, for about 2 minutes. The vi... Reactants: CN(C1C(CN(C1)C(=O)OCC1=CC=CC=C1)(C)C)C (racemic phenylmethyl 4-(dimethylamino)-3,3-dimethyl-1-pyrrolidinecarboxylate). Reagents/catalysts: [Pd] (Pd/C). Solvent: CO (MeOH). Reaction conditions: time 1 hour. Yields the product CN(C1CNCC1(C)C)C (racemic N,N,4,4-tetramethyl-3-pyrrolidinamine). Isolated yield 102.9%. RXN SMILES: [CH3:1][N:2]([CH3:20])[CH:3]1[CH2:7][N:6](C(OCC2C=CC=CC=2)=O)[CH2:5][C:4]1([CH3:19])[CH3:18]>CO.[Pd]>[CH3:1][N:2]([CH3:20])[CH:3]1[C:4]([CH3:19])([CH3:18])[CH2:5][NH:6][CH2:7]1. Procedure details: To a solution of racemic phenylmethyl 4-(dimethylamino)-3,3-dimethyl-1-pyrrolidinecarboxylate (assumed 0.6565 g, 2.376 mmol) in MeOH was added 10% Pd/C (50% water, 195 mg). The mixture was hydrogenated under balloon pressure for 1 h, and then filtered. The solution was concentrated in vacuo to afford racemic N,N,4,4-tetramethyl-3-pyrrolidinamine (0.3479 g, quantitative yield) as an almost colorless oil. LCMS: (M+H)+: 143.1. Starting materials: COC(=O)c1nc(-c2ccc([N+](=O)[O-])c(OC)c2)oc1C, CO. As a reaction SMILES: [CH3:1][O:2][c:3]1[cH:4][c:5](-[c:12]2[o:13][c:14]([CH3:21])[c:15]([C:17](=[O:18])[O:19][CH3:20])[n:16]2)[cH:6][cH:7][c:8]1[N+:9]([O-:10])=[O:11].[CH3:22][OH:23]>>[CH3:1][O:2][c:3]1[cH:4][c:5](-[c:12]2[o:13][c:14]([CH3:21])[c:15]([C:17](=[O:18])[O:19][CH3:20])[n:16]2)[cH:6][cH:7][c:8]1[NH2:9]. Yields the product COC(=O)c1nc(-c2ccc(N)c(OC)c2)oc1C. The reactants are example 1 ( b ), C(C)(CC)OC1=C(C(=O)O)C=C(C=C1)S(=O)(=O)C (2-sec-butoxy-5-methanesulfonyl-benzoic acid), N1(CCNCC1)C=1SC(=CN1)C#N (2-piperazin-1-yl-thiazole-5-carbonitrile). Product: C(C)(CC)OC1=C(C(=O)N2CCN(CC2)C=2SC(=CN2)C#N)C=C(C=C1)S(=O)(=O)C (2-[4-(2-sec-Butoxy-5-methanesulfonyl-benzoyl)-piperazin-1-yl]-thiazole-5-carbonitrile). The yield is 34.0%. RXN SMILES: [CH:1]([O:5][C:6]1[CH:14]=[CH:13][C:12]([S:15]([CH3:18])(=[O:17])=[O:16])=[CH:11][C:7]=1[C:8]([OH:10])=O)([CH2:3][CH3:4])[CH3:2].[N:19]1([C:25]2[S:26][C:27]([C:30]#[N:31])=[CH:28][N:29]=2)[CH2:24][CH2:23][NH:22][CH2:21][CH2:20]1>>[CH:1]([O:5][C:6]1[CH:14]=[CH:13][C:12]([S:15]([CH3:18])(=[O:17])=[O:16])=[CH:11][C:7]=1[C:8]([N:22]1[CH2:23][CH2:24][N:19]([C:25]2[S:26][C:27]([C:30]#[N:31])=[CH:28][N:29]=2)[CH2:20][CH2:21]1)=[O:10])([CH2:3][CH3:4])[CH3:2]. Reported procedure: Prepared in analogy to example 1 (b) from 2-sec-butoxy-5-methanesulfonyl-benzoic acid (Example A10) and 2-piperazin-1-yl-thiazole-5-carbonitrile (Example 6(a)). The crude material was purified by chromatography (SiO2, ethyl acetate/heptane) followed by trituration in ether to yield the tide compound as a white crystalline solid (yield 34%). MS (m/e): 449.4 (M+H+, 100%). Starting materials: CCOC(C)=O, O=C([O-])C(F)(F)Cl, [Na+], [Na+], CN(C)C=O, [OH-], N#Cc1ccc(O)cc1. The product is N#Cc1ccc(OC(F)F)cc1. Reaction SMILES: [CH3:20][CH2:21][O:22][C:23](=[O:24])[CH3:25].[Cl:10][C:11]([C:12]([O-:13])=[O:14])([F:15])[F:16].[Na+:17].[Na+:19].[O:26]=[CH:27][N:28]([CH3:29])[CH3:30].[OH-:18].[OH:1][c:2]1[cH:3][cH:4][c:5]([C:8]#[N:9])[cH:6][cH:7]1>>[O:1]([c:2]1[cH:3][cH:4][c:5]([C:8]#[N:9])[cH:6][cH:7]1)[CH:11]([F:15])[F:16]. Reactants: C(#N)C1(CCC(C(C1)C(=O)OC)=O)C1=CC(=C(C=C1)Cl)Cl (methyl 5-cyano-5-(3,4-dichlorophenyl)-2-oxocyclohexanecarboxylate), CS(=O)C (DMSO), 12-L, CCOC(=O)C.CCCCCCC (EtOAc Heptane), crude mixture. The solvent is [Cl-].[Na+].O (brine), O (water). Reaction conditions: temperature 135 celsius, time 12 hour. Yields the product ClC=1C=C(C=CC1Cl)C1(CCC(CC1)=O)C#N (1-(3,4-dichlorophenyl)-4-oxocyclohexanecarbonitrile). Yield: 109.1%. RXN SMILES: [C:1]([C:3]1([C:14]2[CH:19]=[CH:18][C:17]([Cl:20])=[C:16]([Cl:21])[CH:15]=2)[CH2:8][CH:7](C(OC)=O)[C:6](=[O:13])[CH2:5][CH2:4]1)#[N:2].CS(C)=O.CCOC(C)=O.CCCCCCC>[Cl-].[Na+].O.O>[Cl:21][C:16]1[CH:15]=[C:14]([C:3]2([C:1]#[N:2])[CH2:4][CH2:5][C:6](=[O:13])[CH2:7][CH2:8]2)[CH:19]=[CH:18][C:17]=1[Cl:20] |f:2.3,4.5.6|. Procedure details: To 12-L, four-neck flask equipped with a temperature probe, reflux condenser and overhead stirrer was charged with methyl 5-cyano-5-(3,4-dichlorophenyl)-2-oxocyclohexanecarboxylate (424 g, crude, 350 g theoretical, 1.07 mol), brine (500 mL) and DMSO (3.4 L). The mixture was heated to 135° C. and stirred for 12 h. The progress of the reaction was monitored by TLC (4:6 EtOAc/Heptane; stained using Hanessian solution). The reaction mixture was cooled to room temperature and combined with the crude ...